This data is from the Open Reaction Database (ORD), a public repository of structured organic reaction records. The task is: describe an organic reaction: reactants, conditions, products, and yield Starting materials: C1CCOC1, CO, COC(=O)c1cc2c([nH]1)CCC2Cc1cccc(F)c1, [Li+], [OH-]. The product is O=C(O)c1cc2c([nH]1)CCC2Cc1cccc(F)c1. Reaction SMILES: [CH2:25]1[O:26][CH2:27][CH2:28][CH2:29]1.[CH3:23][OH:24].[F:1][c:2]1[cH:3][c:4]([CH2:5][CH:6]2[CH2:7][CH2:8][c:9]3[nH:10][c:11]([C:14](=[O:15])[O:16][CH3:17])[cH:12][c:13]32)[cH:18][cH:19][cH:20]1.[Li+:21].[OH-:22]>>[F:1][c:2]1[cH:3][c:4]([CH2:5][CH:6]2[CH2:7][CH2:8][c:9]3[nH:10][c:11]([C:14](=[O:15])[OH:16])[cH:12][c:13]32)[cH:18][cH:19][cH:20]1. Reactants: CN(C)CCC1=CNC2=C1C=C(C=C2)C[C@H]3COC(=O)N3 (Zolmitriptan), Cl (hydrochloric acid), diazonium salt, NC1=CC=C(C[C@@H]2NC(OC2)=O)C=C1 ((S)-4-(4-aminobenzyl)-1,3-oxazolidin-2-one), N(=O)[O-].[Na+] (sodium nitrite), stannous chloride. The product is N(N)C1=CC=C(C[C@@H]2NC(OC2)=O)C=C1 ((S)-4-(4-hydrazinobenzyl)-1,3-oxazolidin-2-one). Reaction SMILES: CN(CCC1[C:10]2[CH:11]=[C:12]([CH2:15][C@@H:16]3[NH:21][C:19](=[O:20])[O:18][CH2:17]3)[CH:13]=[CH:14][C:9]=2[NH:8]C=1)C.[NH2:22]C1C=CC(C[C@H]2COC(=O)N2)=CC=1.N([O-])=O.[Na+].Cl>>[NH:8]([C:9]1[CH:14]=[CH:13][C:12]([CH2:15][C@H:16]2[CH2:17][O:18][C:19](=[O:20])[NH:21]2)=[CH:11][CH:10]=1)[NH2:22] |f:2.3|. Procedure: Zolmitriptan was first disclosed in U.S. Pat. No. 5,466,699 and the synthetic route comprises diazotization of (S)-4-(4-aminobenzyl)-1,3-oxazolidin-2-one with sodium nitrite in presence of hydrochloric acid, followed by treatment of the diazonium salt with stannous chloride to give (S)-4-(4-hydrazinobenzyl)-1,3-oxazolidin-2-one. Further reaction of the hydrazine derivative with dimethylamino butyraldehyde diethyl acetal followed by chromatographic purification gave Zolmitriptan (I) as oil, which... Starting materials: C(Br)(Br)(Br)Br (Carbon tetrabromide), C(C)OC(=O)C1(CCN(CC1)C(=O)OC(C)(C)C)CCCO (4-(3-hydroxypropyl) piperidine-1,4-dicarboxylic acid-1-tert-butyl ester-4-ethyl ester), C1(=CC=CC=C1)P(C1=CC=CC=C1)C1=CC=CC=C1 (triphenyl phosphine). The solvent is ClCCl (dichloromethane). Reaction conditions: time 30 minute. Product: C(C)OC(=O)C1(CCN(CC1)C(=O)OC(C)(C)C)CCCBr (4-(3-bromopropyl)piperidine-1,4-dicarboxylic acid-1-tert-butyl ester-4-ethyl ester). Reaction SMILES: [C:1]([Br:5])(Br)(Br)Br.[CH2:6]([O:8][C:9]([C:11]1([CH2:24][CH2:25]CO)[CH2:16][CH2:15][N:14]([C:17]([O:19][C:20]([CH3:23])([CH3:22])[CH3:21])=[O:18])[CH2:13][CH2:12]1)=[O:10])[CH3:7].C1(P(C2C=CC=CC=2)C2C=CC=CC=2)C=CC=CC=1>ClCCl>[CH2:6]([O:8][C:9]([C:11]1([CH2:24][CH2:25][CH2:1][Br:5])[CH2:16][CH2:15][N:14]([C:17]([O:19][C:20]([CH3:23])([CH3:22])[CH3:21])=[O:18])[CH2:13][CH2:12]1)=[O:10])[CH3:7]. Procedure: Carbon tetrabromide (1.6 gm, 0.0048 mol) is added to a stirred solution of 4-(3-hydroxypropyl) piperidine-1,4-dicarboxylic acid-1-tert-butyl ester-4-ethyl ester (1.27 gm, 0.0040 mol) and triphenyl phosphine (1.6 gm, 0.0060 mol) in dichloromethane (15 mL) at 0-5° C. temperature. Reaction mixture is allowed to stir at room temperature for 30 minutes. Removal of solvent gives a crude residue which is purified by column chromatography (silica gel 230-400 mesh, ethyl acetate:n-hexane 3:7) to get 4-(3... Starting materials: C(CC)N1CC(CCC1)C1=CC(=C(C=C1)OC)OC (N-propyl-3-(3',4'-dimethoxyphenyl)-piperidine), Br (hydrobromic acid). Product: Br.C(CC)N1CC(CCC1)C1=CC(=C(C=C1)O)O (N-propyl-3-(3',4'-dihydroxyphenyl)-piperidine hydrobromide). Reaction SMILES: [CH2:1]([N:4]1[CH2:9][CH2:8][CH2:7][CH:6]([C:10]2[CH:15]=[CH:14][C:13]([O:16]C)=[C:12]([O:18]C)[CH:11]=2)[CH2:5]1)[CH2:2][CH3:3].[BrH:20]>>[BrH:20].[CH2:1]([N:4]1[CH2:9][CH2:8][CH2:7][CH:6]([C:10]2[CH:15]=[CH:14][C:13]([OH:16])=[C:12]([OH:18])[CH:11]=2)[CH2:5]1)[CH2:2][CH3:3] |f:2.3|. Reported procedure: A mixture of 4 g of N-propyl-3-(3',4'-dimethoxyphenyl)-piperidine and 40 ml of 66% hydrobromic acid acid was refluxed for an hour and was then evaporated to dryness. The residue was crystallized from isopropanol to obtain 4.4 g of N-propyl-3-(3',4'-dihydroxyphenyl)-piperidine hydrobromide melting at 211° C. Reactants: CCOC(C)=O, C1CCOC1, CS(=O)(=O)c1cccc(-c2nc(C3CCC(C(=O)O)CC3)cc3cccnc23)c1, O, O. Yields the product CS(=O)c1cccc(-c2nc(C3CCC(C(=O)O)CC3)cc3cccnc23)c1. Reaction SMILES: [C:37]([O:38][CH2:39][CH3:40])(=[O:41])[CH3:42].[CH2:30]1[O:31][CH2:32][CH2:33][CH2:34]1.[CH3:1][S:2](=[O:3])(=[O:4])[c:5]1[cH:6][c:7](-[c:11]2[n:12][c:13]([CH:21]3[CH2:22][CH2:23][CH:24]([C:27](=[O:28])[OH:29])[CH2:25][CH2:26]3)[cH:14][c:15]3[cH:16][cH:17][cH:18][n:19][c:20]23)[cH:8][cH:9][cH:10]1.[OH2:35].[OH2:36]>>[CH3:1][S:2](=[O:3])[c:5]1[cH:6][c:7](-[c:11]2[n:12][c:13]([CH:21]3[CH2:22][CH2:23][CH:24]([C:27](=[O:28])[OH:29])[CH2:25][CH2:26]3)[cH:14][c:15]3[cH:16][cH:17][cH:18][n:19][c:20]23)[cH:8][cH:9][cH:10]1. The reactants are N1=C(C=CC=C1)C(=O)O (picolinic acid), [Ir](Cl)(Cl)Cl.C1(=CC=CC=C1)C=1SC2=C(N1)C=CC=C2 (2-phenylbenzothiazole Iridium chloride). The solvent is ClCCl (dichloromethane). Yields the product N1=C(C=CC=C1)C(=O)[O-].[Ir+3].C1(=CC=CC=C1)C=1SC2=C(N1)C=CC=C2.C2(=CC=CC=C2)C=2SC1=C(N2)C=CC=C1.N1=C(C=CC=C1)C(=O)[O-].N1=C(C=CC=C1)C(=O)[O-] (Bis(2-phenylbenzothiazole) Iridium picolinate). Yield: 229.3%. As a reaction SMILES: [N:1]1[CH:6]=[CH:5][CH:4]=[CH:3][C:2]=1[C:7]([OH:9])=[O:8].[Ir:10](Cl)(Cl)Cl.[C:14]1([C:20]2[S:21][C:22]3[CH:28]=[CH:27][CH:26]=[CH:25][C:23]=3[N:24]=2)[CH:19]=[CH:18][CH:17]=[CH:16][CH:15]=1>ClCCl>[N:1]1[CH:6]=[CH:5][CH:4]=[CH:3][C:2]=1[C:7]([O-:9])=[O:8].[Ir+3:10].[C:14]1([C:20]2[S:21][C:22]3[CH:28]=[CH:27][CH:26]=[CH:25][C:23]=3[N:24]=2)[CH:15]=[CH:16][CH:17]=[CH:18][CH:19]=1.[C:14]1([C:20]2[S:21][C:22]3[CH:28]=[CH:27][CH:26]=[CH:25][C:23]=3[N:24]=2)[CH:15]=[CH:16][CH:17]=[CH:18][CH:19]=1.[N:1]1[CH:6]=[CH:5][CH:4]=[CH:3][C:2]=1[C:7]([O-:9])=[O:8].[N:1]1[CH:6]=[CH:5][CH:4]=[CH:3][C:2]=1[C:7]([O-:9])=[O:8] |f:1.2,4.5.6.7.8.9|. Procedure details: 2.14 mmol (0.26 g) of picolinic acid was added to a room-temperature solution of 0.80 mmol 2-phenylbenzothiazole Iridium chloride dimer (1.0 g) in 60 mL of dichloromethane. The mixture was heated to reflux under nitrogen in an oil bath for 8.5 hours. The reaction mixture was cooled to room temperature, and the yellow precipitate was filtered off via vacuum. The filtrate was concentrated and methanol was added to precipitate more product. Successive filtrations and precipitations yielded about 90...